The task is: describe an organic reaction: reactants, conditions, products, and yield. This data is from the Open Reaction Database (ORD), a public repository of structured organic reaction records. Reactants: CCOC(=O)C(C)=C(NC(C)=O)c1ccccc1, CC(C)O, Cl, [Na+], [OH-], O. The product is CC(=O)NC(=C(C)C(=O)O)c1ccccc1. RXN SMILES: [C:1]([CH3:2])(=[O:3])[NH:4][C:5](=[C:6]([C:7](=[O:8])[O:9][CH2:10][CH3:11])[CH3:12])[c:13]1[cH:14][cH:15][cH:16][cH:17][cH:18]1.[CH:23]([OH:24])([CH3:25])[CH3:26].[ClH:22].[Na+:20].[OH-:19].[OH2:21]>>[C:1]([CH3:2])(=[O:3])[NH:4][C:5](=[C:6]([C:7](=[O:8])[OH:9])[CH3:12])[c:13]1[cH:14][cH:15][cH:16][cH:17][cH:18]1. The reactants are C(C1=CC=CC=C1)OC(NCC(NC1=NON=C1C1=NC2=C(N1)C=CC=C2)=O)=O ({[4-(1H-benzoimidazol-2-yl)-furazan-3-ylcarbamoyl]-methyl}-carbamic acid benzyl ester), C([O-])([O-])=O.[K+].[K+] (potassium carbonate), C(C1=CC=CC=C1)OC(NC1=CC=C(C=C1)C(CBr)=O)=O ([4-(2-bromo-acetyl)-phenyl]-carbamic acid benzyl ester). Solvent: C(C)(=O)OCC (ethyl acetate), CN(C)C=O (N,N′-dimethylformamide). Run at time 2 hour. Product: C(C1=CC=CC=C1)OC(NC1=CC=C(C=C1)C(CN1C(=NC2=C1C=CC=C2)C2=NON=C2NC(CNC(=O)OCC2=CC=CC=C2)=O)=O)=O ([4-(2-{2-[4-(2-Benzyloxycarbonylamino-acetylamino)-furazan-3-yl]-benzoimidazol-1-yl}-acetyl)-phenyl]-carbamic acid benzyl ester). Yield: 31.3%. RXN SMILES: [CH2:1]([O:8][C:9](=[O:29])[NH:10][CH2:11][C:12](=[O:28])[NH:13][C:14]1[C:18]([C:19]2[NH:23][C:22]3[CH:24]=[CH:25][CH:26]=[CH:27][C:21]=3[N:20]=2)=[N:17][O:16][N:15]=1)[C:2]1[CH:7]=[CH:6][CH:5]=[CH:4][CH:3]=1.C(=O)([O-])[O-].[K+].[K+].[CH2:36]([O:43][C:44](=[O:56])[NH:45][C:46]1[CH:51]=[CH:50][C:49]([C:52](=[O:55])[CH2:53]Br)=[CH:48][CH:47]=1)[C:37]1[CH:42]=[CH:41][CH:40]=[CH:39][CH:38]=1>CN(C=O)C.C(OCC)(=O)C>[CH2:36]([O:43][C:44](=[O:56])[NH:45][C:46]1[CH:47]=[CH:48][C:49]([C:52](=[O:55])[CH2:53][N:20]2[C:21]3[CH:27]=[CH:26][CH:25]=[CH:24][C:22]=3[N:23]=[C:19]2[C:18]2[C:14]([NH:13][C:12](=[O:28])[CH2:11][NH:10][C:9]([O:8][CH2:1][C:2]3[CH:3]=[CH:4][CH:5]=[CH:6][CH:7]=3)=[O:29])=[N:15][O:16][N:17]=2)=[CH:50][CH:51]=1)[C:37]1[CH:38]=[CH:39][CH:40]=[CH:41][CH:42]=1 |f:1.2.3|. Reported procedure: To a stirred solution of 0.4 g of {[4-(1H-benzoimidazol-2-yl)-furazan-3-ylcarbamoyl]-methyl}-carbamic acid benzyl ester (0.97 mmol, 1 eq.) in 6 mL of N,N′-dimethylformamide are added 0.2 g of potassium carbonate (1.4 mmol; 1.45 eq.) at room temperature followed by the addition of 0.41 g of [4-(2-bromo-acetyl)-phenyl]-carbamic acid benzyl ester (CAS 157014-41-0) (1.16 mmol; 1.2 eq.). The reaction mixture is stirred for 2 h at room temperature and is then diluted with 20 mL of ethyl acetate. The s...